From a dataset of the Open Reaction Database (ORD), a public repository of structured organic reaction records. describe an organic reaction: reactants, conditions, products, and yield Reactants: ClC1=NN2C(C(=CC=C2)C2=CC=C(C=C2)P(=O)(C)C)=N1 (2-chloro-8-[4-(dimethyl-phosphinoyl)-phenyl]-[1,2,4]triazolo[1,5-a]pyridine), NC=1C=C(C=CC1)N1C(CN(CC1)CC)=O (1-(3-amino-phenyl)-4-ethyl-piperazin-2-one), C1(CCCCC1)P(C1=C(C=CC=C1)C1=C(C=CC=C1)P(C1CCCCC1)C1CCCCC1)C1CCCCC1 (2,2′-bis-dicyclohexylphosphanyl-biphenyl). The product is CP(=O)(C1=CC=C(C=C1)C=1C=2N(C=CC1)N=C(N2)NC=2C=C(C=CC2)N2C(CN(CC2)CC)=O)C (1-(3-{8-[4-(Dimethyl-phosphinoyl)-phenyl]-[1,2,4]triazolo[1,5-a]pyridin-2-ylamino}-phenyl)-4-ethyl-piperazin-2-one). RXN SMILES: Cl[C:2]1[N:20]=[C:5]2[C:6]([C:10]3[CH:15]=[CH:14][C:13]([P:16]([CH3:19])([CH3:18])=[O:17])=[CH:12][CH:11]=3)=[CH:7][CH:8]=[CH:9][N:4]2[N:3]=1.[NH2:21][C:22]1[CH:23]=[C:24]([N:28]2[CH2:33][CH2:32][N:31]([CH2:34][CH3:35])[CH2:30][C:29]2=[O:36])[CH:25]=[CH:26][CH:27]=1.C1(P(C2CCCCC2)C2C=CC=CC=2C2C=CC=CC=2P(C2CCCCC2)C2CCCCC2)CCCCC1>>[CH3:18][P:16]([CH3:19])([C:13]1[CH:14]=[CH:15][C:10]([C:6]2[C:5]3[N:4]([N:3]=[C:2]([NH:21][C:22]4[CH:23]=[C:24]([N:28]5[CH2:33][CH2:32][N:31]([CH2:34][CH3:35])[CH2:30][C:29]5=[O:36])[CH:25]=[CH:26][CH:27]=4)[N:20]=3)[CH:9]=[CH:8][CH:7]=2)=[CH:11][CH:12]=1)=[O:17]. Reported procedure: 1-(3-{8-[4-(Dimethyl-phosphinoyl)-phenyl]-[1,2,4]triazolo[1,5-a]pyridin-2-ylamino}-phenyl)-4-ethyl-piperazin-2-one was prepared from 2-chloro-8-[4-(dimethyl-phosphinoyl)-phenyl]-[1,2,4]triazolo[1,5-a]pyridine (100.0 mg, 0.3271 mmol) and 1-(3-amino-phenyl)-4-ethyl-piperazin-2-one (79.0 mg, 0.360 mmol) with 2,2′-bis-dicyclohexylphosphanyl-biphenyl (28.0 mg, 0.0512 mmol) as the ligand in a manner analogous to Example 2d. MP=205-207° C. 1H NMR (400 MHz, CDCl3, δ, ppm): 8.48 (d, J=6.6 Hz, 1H), 8.13 (... The reactants are ClC1=CC=C2C=3C=CN=CC3NC2=C1 (7-chloro-β-carboline), [N+](=O)(O)[O-] (nitric acid), O (water). Conditions: time 22 hour. Yields the product ClC1=CC=C2C=3C=CN=CC3N(C2=C1)[N+](=O)[O-] (7-chloro-9-nitro-β-carboline). Reaction SMILES: [Cl:1][C:2]1[CH:14]=[C:13]2[C:5]([C:6]3[CH:7]=[CH:8][N:9]=[CH:10][C:11]=3[NH:12]2)=[CH:4][CH:3]=1.O.[N+:16]([O-])([OH:18])=[O:17]>>[Cl:1][C:2]1[CH:14]=[C:13]2[C:5]([C:6]3[CH:7]=[CH:8][N:9]=[CH:10][C:11]=3[N:12]2[N+:16]([O-:18])=[O:17])=[CH:4][CH:3]=1. Procedure: A mixture of the product from example 12 (500 mg, 2.48 mmol) in concentrated nitric acid (20 ml) was stirred at RT for 22 h. The reaction mixture was carefully poured into cold (3° C. to 5° C.) water (50 ml), and after stirring for 2 h the precipitate was collected. The solid was suspended in saturated aqueous NaHCO3 (50 ml) and stirred at RT for 12 h. The product was filtered and washed with water to provide 550 mg of 7-chloro-9-nitro-β-carboline As a reaction SMILES: [Br-:31].[Br:11][CH:12]([C:13](=[O:14])[NH:15][c:16]1[cH:17][cH:18][c:19]([C:22]2=[N:27][NH:26][C:25](=[O:28])[CH2:24][CH:23]2[CH3:29])[cH:20][cH:21]1)[CH3:30].[C:1]([CH3:2])(=[S:3])[OH:4].[C:5](=[O:6])([O-:7])[O-:8].[CH3:34][N:35]([CH3:36])[CH:37]=[O:38].[K+:10].[K+:32].[K+:9].[OH2:33]>>[C:1]([CH3:2])([S:3][CH:12]([C:13](=[O:14])[NH:15][c:16]1[cH:17][cH:18][c:19]([C:22]2=[N:27][NH:26][C:25](=[O:28])[CH2:24][CH:23]2[CH3:29])[cH:20][cH:21]1)[CH3:30])=[O:4]. Yields the product CC(=O)SC(C)C(=O)Nc1ccc(C2=NNC(=O)CC2C)cc1. Starting materials: [Br-], CC(Br)C(=O)Nc1ccc(C2=NNC(=O)CC2C)cc1, CC(O)=S, O=C([O-])[O-], CN(C)C=O, [K+], [K+], [K+], O. Reactants: CCN=C=NCCCN(C)C, CN1CCOCC1, CN(C)C=O, Cc1ccc(-n2cc(-c3ccccc3Cl)c3ccc(C(=O)O)cc32)cc1, Cl, CC(N)c1ccc(C(F)(F)F)[n+]([O-])c1, On1nnc2cccnc21. Product: Cc1ccc(-n2cc(-c3ccccc3Cl)c3ccc(C(=O)NC(C)c4ccc(C(F)(F)F)[n+]([O-])c4)cc32)cc1. As a reaction SMILES: [CH3:42][N:43]([CH3:44])[CH2:45][CH2:46][CH2:47][N:48]=[C:49]=[N:50][CH2:51][CH3:52].[CH3:63][N:64]1[CH2:65][CH2:66][O:67][CH2:68][CH2:69]1.[CH3:70][N:71]([CH3:72])[CH:73]=[O:74].[Cl:1][c:2]1[c:3](-[c:8]2[cH:9][n:10](-[c:20]3[cH:21][cH:22][c:23]([CH3:26])[cH:24][cH:25]3)[c:11]3[cH:12][c:13]([C:17](=[O:18])[OH:19])[cH:14][cH:15][c:16]23)[cH:4][cH:5][cH:6][cH:7]1.[ClH:27].[O-:28][n+:29]1[cH:30][c:31]([CH:39]([CH3:40])[NH2:41])[cH:32][cH:33][c:34]1[C:35]([F:36])([F:37])[F:38].[OH:53][n:54]1[c:55]2[n:56][cH:57][cH:58][cH:59][c:60]2[n:61][n:62]1>>[Cl:1][c:2]1[c:3](-[c:8]2[cH:9][n:10](-[c:20]3[cH:21][cH:22][c:23]([CH3:26])[cH:24][cH:25]3)[c:11]3[cH:12][c:13]([C:17](=[O:19])[NH:41][CH:39]([c:31]4[cH:30][n+:29]([O-:28])[c:34]([C:35]([F:36])([F:37])[F:38])[cH:33][cH:32]4)[CH3:40])[cH:14][cH:15][c:16]23)[cH:4][cH:5][cH:6][cH:7]1. The reactants are CN1C2=NC(=NC(=C2N=C1CN1CCC(CC1)C(C)(C)O)N1CCOCC1)[Sn](CCCC)(CCCC)CCCC (2-[1-(9-methyl-6-morpholin-4-yl-2-(tributylstannanyl)-9H-purin-8-ylmethyl)piperidin-4-yl]propan-2-ol), C1(=CC=CC=C1)S(=O)(=O)N1C=CC=2C1=CN=CC2Br (1-benzenesulfonyl-4-bromo-1H-pyrrolo[2,3-c]pyridine), O1CCOCC1 (dioxane). Reagents/catalysts: C1=CSC(=C1)C(=O)[O-].[Cu+] (CuTC), C=1C=CC(=CC1)[P](C=2C=CC=CC2)(C=3C=CC=CC3)[Pd]([P](C=4C=CC=CC4)(C=5C=CC=CC5)C=6C=CC=CC6)([P](C=7C=CC=CC7)(C=8C=CC=CC8)C=9C=CC=CC9)[P](C=1C=CC=CC1)(C=1C=CC=CC1)C=1C=CC=CC1 (Pd(PPh3)4). Run at temperature 150 celsius. Yields the product C1(=CC=CC=C1)S(=O)(=O)N1C(=CC=2C1=CN=CC2C2=NC(=C1N=C(N(C1=N2)C)CN2CCC(CC2)C(C)(C)O)N2CCOCC2)C (2-{1-[2-(1-Benzenesulfonyl-2-methyl-1H-pyrrolo[2,3-c]pyridin-4-yl)-9-methyl-6-morpholin-4-yl-9H-purin-8-ylmethyl]piperidin-4-yl}propan-2-ol). The yield is 86.0%. Reaction SMILES: [CH3:1][N:2]1[C:10]([CH2:11][N:12]2[CH2:17][CH2:16][CH:15]([C:18]([OH:21])([CH3:20])[CH3:19])[CH2:14][CH2:13]2)=[N:9][C:8]2[C:3]1=[N:4][C:5]([Sn](CCCC)(CCCC)CCCC)=[N:6][C:7]=2[N:22]1[CH2:27][CH2:26][O:25][CH2:24][CH2:23]1.[C:41]1([S:47]([N:50]2[C:54]3=[CH:55][N:56]=[CH:57][C:58](Br)=[C:53]3[CH:52]=[CH:51]2)(=[O:49])=[O:48])[CH:46]=[CH:45][CH:44]=[CH:43][CH:42]=1.O1CCOC[CH2:61]1>C1C=C(C([O-])=O)SC=1.[Cu+].C1C=CC([P]([Pd]([P](C2C=CC=CC=2)(C2C=CC=CC=2)C2C=CC=CC=2)([P](C2C=CC=CC=2)(C2C=CC=CC=2)C2C=CC=CC=2)[P](C2C=CC=CC=2)(C2C=CC=CC=2)C2C=CC=CC=2)(C2C=CC=CC=2)C2C=CC=CC=2)=CC=1>[C:41]1([S:47]([N:50]2[C:54]3=[CH:55][N:56]=[CH:57][C:58]([C:5]4[N:4]=[C:3]5[C:8]([N:9]=[C:10]([CH2:11][N:12]6[CH2:13][CH2:14][CH:15]([C:18]([OH:21])([CH3:19])[CH3:20])[CH2:16][CH2:17]6)[N:2]5[CH3:1])=[C:7]([N:22]5[CH2:23][CH2:24][O:25][CH2:26][CH2:27]5)[N:6]=4)=[C:53]3[CH:52]=[C:51]2[CH3:61])(=[O:49])=[O:48])[CH:46]=[CH:45][CH:44]=[CH:43][CH:42]=1 |f:3.4,^1:78,80,99,118|. Procedure details: A 20 mL microwave vial was charged with a suspension of 2-[1-(9-methyl-6-morpholin-4-yl-2-(tributylstannanyl)-9H-purin-8-ylmethyl)piperidin-4-yl]propan-2-ol (0.5 g, 0.75 mmol), 1-benzenesulfonyl-4-bromo-1H-pyrrolo[2,3-c]pyridine (0.29 g, 0.83 mmol), CuTC (0.029 g, 0.015 mmol) and Pd(PPh3)4 (0.087 g, 0.075 mmol) in dioxane (8 mL). The reaction mixture was heated in a microwave for 30 min at 150° C. The cooled reaction mixture was loaded onto an SCX-2 cartridge. The cartridge was washed with 3 vol... Yields the product COC1=C(C=C(C(=C1)OC)OC)CCC(CC)=O (2,4,5-trimethoxy phenyl propionone). Procedure details: The present invention relates to a process for the preparation of high purity and yield α-asarone, trans 2,4,5-trimethoxy cinnamaldehyde, 2,4,5-trimethoxy-phenyl propionone, from β-asarone or β-asarone rich Acorus calamus oil containing α and γ-asarone by hydrogenating, followed by treatment with DDQ with or without solid support of silica gel or alumina in dry organic solvent and α-asarone can also be obtained by treating the hydrogenated product of β-asarone or β-asarone rich Acorus calamus wi... Reaction SMILES: [CH3:1]/[CH:2]=[CH:3]\[C:4]1[CH:15]=[C:12]([O:13][CH3:14])[C:9]([O:10][CH3:11])=[CH:8][C:5]=1[O:6][CH3:7].CO[C:18]1C(CC=C)=CC(OC)=C(OC)[CH:19]=1.C(C1C(=O)C(Cl)=C(Cl)C(=[O:36])C=1C#N)#N.C/C=C/C1C=C(OC)C(OC)=CC=1OC>>[CH3:7][O:6][C:5]1[CH:8]=[C:9]([O:10][CH3:11])[C:12]([O:13][CH3:14])=[CH:15][C:4]=1[CH2:3][CH2:2][C:1](=[O:36])[CH2:18][CH3:19]. The reactants are C\C=C/C1=C(OC)C=C(OC)C(OC)=C1 (β-asarone), C\C=C/C1=C(OC)C=C(OC)C(OC)=C1 (β-asarone), COC1=CC(=C(C=C1CC=C)OC)OC (γ-asarone), C(#N)C1=C(C(=O)C(=C(C1=O)Cl)Cl)C#N (DDQ), C\C=C\C1=C(OC)C=C(OC)C(OC)=C1 (α-asarone), C\C=C/C1=C(OC)C=C(OC)C(OC)=C1 (β-asarone), C\C=C/C1=C(OC)C=C(OC)C(OC)=C1 (β-asarone), C(#N)C1=C(C(=O)C(=C(C1=O)Cl)Cl)C#N (DDQ). Reactants: CC(=O)C (acetone), alcohol, C(C)OCC (diethyl ether), alcohol, alcohol, alcohol, C(C)(C)O (isopropanol). Solvent: C(C)(=O)O (acetic acid), C(C)(=O)OCC (Ethyl acetate), O (water), C(C)(=O)O (acetic acid), O (water), C(C)(=O)O (acetic acid). The product is esters, C(C)(=O)OCCC (propyl acetate), C(CC)(=O)OCC (ethyl propionate). Reaction SMILES: C[C:2]([CH3:4])=[O:3].[CH:5]([OH:8])([CH3:7])[CH3:6].[CH2:9]([O:11]CC)C>C(O)(=O)C.C(OCC)(=O)C.O>[C:2]([O:3][CH2:6][CH2:5][CH3:7])(=[O:11])[CH3:4].[C:5]([O:3][CH2:2][CH3:4])(=[O:8])[CH2:7][CH3:9]. Procedure details: The crude alcohol product typically will further comprise unreacted acetic acid and unreacted higher acid, depending on conversion, for example, in an amount of less than 90 wt. %, e.g., less than 80 wt. % or less than 70 wt. %. In terms of ranges, the unreacted acetic acid and unreacted higher acid is optionally present in amounts from 0 to 90 wt. %, e.g., from 5 wt. % to 80 wt. %, from 15 wt. % to 70 wt. %, from 20 wt. % to 70 wt. % or from 25 wt. % to 65 wt. %. Where acetone is included as a ...